describe an organic reaction: reactants, conditions, products, and yield From a dataset of the Open Reaction Database (ORD), a public repository of structured organic reaction records. Reactants: C[Si](C)(C)C#N, COC(=O)c1ccc2c(c1)C(=O)CCC2, [I-], [I-], O=P(Cl)(Cl)Cl, [Zn+2], c1ccncc1, c1ccccc1. Yields the product COC(=O)c1ccc2c(c1)C(C#N)=CCC2. As a reaction SMILES: [CH3:16][Si:17]([CH3:18])([CH3:19])[C:20]#[N:21].[CH3:1][O:2][C:3](=[O:4])[c:5]1[cH:6][cH:7][c:8]2[c:13]([cH:14]1)[C:12](=[O:15])[CH2:11][CH2:10][CH2:9]2.[I-:39].[I-:41].[P:28]([Cl:29])([Cl:30])([Cl:31])=[O:32].[Zn+2:40].[cH:22]1[cH:23][cH:24][n:25][cH:26][cH:27]1.[cH:33]1[cH:34][cH:35][cH:36][cH:37][cH:38]1>>[CH3:1][O:2][C:3](=[O:4])[c:5]1[cH:6][cH:7][c:8]2[c:13]([cH:14]1)[C:12]([C:20]#[N:21])=[CH:11][CH2:10][CH2:9]2. Reactants: C(C)(C)N(C(C)C)CC (N,N-diisopropylethylamine), ClC1=NC(=NC(=C1)Cl)C(F)(F)F (4,6-dichloro-2-(trifluoromethyl)pyrimidine), NC1CCN(CC1)C(=O)OC(C)(C)C (tert-Butyl 4-aminopiperidine-1-carboxylate). Run in O (water), C(Cl)Cl (methylene chloride). Conditions: time 8 hour. Yields the product ClC1=CC(=NC(=N1)C(F)(F)F)NC1CCN(CC1)C(=O)OC(C)(C)C (tert-butyl 4-{[6-chloro-2-(trifluoromethyl)pyrimidin-4-yl]amino}piperidine-1-carboxylate). RXN SMILES: [NH2:1][CH:2]1[CH2:7][CH2:6][N:5]([C:8]([O:10][C:11]([CH3:14])([CH3:13])[CH3:12])=[O:9])[CH2:4][CH2:3]1.C(N(CC)C(C)C)(C)C.[Cl:24][C:25]1[CH:30]=[C:29](Cl)[N:28]=[C:27]([C:32]([F:35])([F:34])[F:33])[N:26]=1>C(Cl)Cl.O>[Cl:24][C:25]1[N:26]=[C:27]([C:32]([F:35])([F:34])[F:33])[N:28]=[C:29]([NH:1][CH:2]2[CH2:3][CH2:4][N:5]([C:8]([O:10][C:11]([CH3:14])([CH3:13])[CH3:12])=[O:9])[CH2:6][CH2:7]2)[CH:30]=1. Reported procedure: tert-Butyl 4-aminopiperidine-1-carboxylate (1.4 g, 7.1 mmol, Aldrich) was dissolved in methylene chloride (10. mL) and to this solution was added N,N-diisopropylethylamine (2.5 mL, 14 mmol) and 4,6-dichloro-2-(trifluoromethyl)pyrimidine (1.7 g, 7.8 mmol, Synchem). The reaction was stirred overnight. The mixture was diluted with water and the product was extracted with EtOAc. The organic layer was washed twice with water, once with brine, dried over sodium sulfate, filtered and concentrated to af...